Dataset: the Open Reaction Database (ORD), a public repository of structured organic reaction records. Task: describe an organic reaction: reactants, conditions, products, and yield The reactants are C(C1=CC=CC=C1)NC1CCN(CC1)CC1=CC(=NC=C1)C1=CC(=C(C(=C1)OC)OC)OC (4-Benzylamino-1-[[2-(3,4,5-trimethoxyphenyl)pyridin-4-yl]methyl]piperidine), ClCC1=CC(=NC=C1)C1=CC(=C(C(=C1)OC)OC)OC (4-chloromethyl-2-(3,4,5-trimethoxyphenyl)pyridine), tetrahydrochloride. The product is Cl.Cl.Cl.Cl.C(C1=CC=CC=C1)N(CC1=CC(=NC=C1)C1=CC(=C(C(=C1)OC)OC)OC)C1CCN(CC1)CC1=CC(=NC=C1)C1=CC(=C(C(=C1)OC)OC)OC (4-[N-Benzyl-N-[[2-(3,4,5-trimethoxyphenyl)pyridin-4-yl]methyl]amino]-1-[[2-(3,4,5-trimethoxyphenyl)pyridin-4-yl]methyl]piperidine Tetrahydrochloride). Reaction SMILES: [CH2:1]([NH:8][CH:9]1[CH2:14][CH2:13][N:12]([CH2:15][C:16]2[CH:21]=[CH:20][N:19]=[C:18]([C:22]3[CH:27]=[C:26]([O:28][CH3:29])[C:25]([O:30][CH3:31])=[C:24]([O:32][CH3:33])[CH:23]=3)[CH:17]=2)[CH2:11][CH2:10]1)[C:2]1[CH:7]=[CH:6][CH:5]=[CH:4][CH:3]=1.[Cl:34][CH2:35][C:36]1[CH:41]=[CH:40][N:39]=[C:38]([C:42]2[CH:47]=[C:46]([O:48][CH3:49])[C:45]([O:50][CH3:51])=[C:44]([O:52][CH3:53])[CH:43]=2)[CH:37]=1>>[ClH:34].[ClH:34].[ClH:34].[ClH:34].[CH2:1]([N:8]([CH:9]1[CH2:10][CH2:11][N:12]([CH2:15][C:16]2[CH:21]=[CH:20][N:19]=[C:18]([C:22]3[CH:27]=[C:26]([O:28][CH3:29])[C:25]([O:30][CH3:31])=[C:24]([O:32][CH3:33])[CH:23]=3)[CH:17]=2)[CH2:13][CH2:14]1)[CH2:35][C:36]1[CH:41]=[CH:40][N:39]=[C:38]([C:42]2[CH:47]=[C:46]([O:48][CH3:49])[C:45]([O:50][CH3:51])=[C:44]([O:52][CH3:53])[CH:43]=2)[CH:37]=1)[C:2]1[CH:7]=[CH:6][CH:5]=[CH:4][CH:3]=1 |f:2.3.4.5.6|. Procedure details: 4-Benzylamino-1-[[2-(3,4,5-trimethoxyphenyl)pyridin-4-yl]methyl]piperidine (230 mg) and 4-chloromethyl-2-(3,4,5-trimethoxyphenyl)pyridine (158 mg) were condensed by the same manner as described in Example 9. Yellow oil of a free base was converted to a tetrahydrochloride which gave the title compound as yellow powder.